Dataset: the Open Reaction Database (ORD), a public repository of structured organic reaction records. Task: describe an organic reaction: reactants, conditions, products, and yield Yields the product CC(CS)C(=O)N1c2ccccc2CCC1C(=O)O. Starting materials: CC(=O)SCC(C)C(=O)N1c2ccccc2CCC1C(=O)O, Cl, [NH4+], [OH-], O. RXN SMILES: [C:1](=[O:2])([CH3:3])[S:4][CH2:5][CH:6]([C:7](=[O:8])[N:9]1[CH:10]([C:19](=[O:20])[OH:21])[CH2:11][CH2:12][c:13]2[cH:14][cH:15][cH:16][cH:17][c:18]21)[CH3:22].[ClH:25].[NH4+:23].[OH-:24].[OH2:26]>>[SH:4][CH2:5][CH:6]([C:7](=[O:8])[N:9]1[CH:10]([C:19](=[O:20])[OH:21])[CH2:11][CH2:12][c:13]2[cH:14][cH:15][cH:16][cH:17][c:18]21)[CH3:22]. Reactants: C(CCC)[Li] (Butyl lithium), BrC1=CC=C(C=C1)C(F)(F)F (1-bromo-4-trifluoromethyl benzene), CC1=C(C(=NC(=C1F)OC1=CC(=CC=C1)C(F)(F)F)F)F (4-methyl-2,3,5-trifluoro-6-(3-trifluoromethylphenoxy)pyridine). Run in C(C)OCC (diethyl ether), C(C)OCC (diethyl ether). Run at temperature 10 celsius, time 60 minute. Yields the product FC=1C(=NC(=C(C1C)F)C1=CC=C(C=C1)C(F)(F)F)OC1=CC(=CC=C1)C(F)(F)F (3,5-Difluoro-4-methyl-6-(4-trifluoromethylphenyl)-2-(3-trifluoromethylphenoxy)pyridine). RXN SMILES: C([Li])CCC.Br[C:7]1[CH:12]=[CH:11][C:10]([C:13]([F:16])([F:15])[F:14])=[CH:9][CH:8]=1.[CH3:17][C:18]1[C:23]([F:24])=[C:22]([O:25][C:26]2[CH:31]=[CH:30][CH:29]=[C:28]([C:32]([F:35])([F:34])[F:33])[CH:27]=2)[N:21]=[C:20](F)[C:19]=1[F:37]>C(OCC)C>[F:24][C:23]1[C:22]([O:25][C:26]2[CH:31]=[CH:30][CH:29]=[C:28]([C:32]([F:33])([F:34])[F:35])[CH:27]=2)=[N:21][C:20]([C:7]2[CH:12]=[CH:11][C:10]([C:13]([F:16])([F:15])[F:14])=[CH:9][CH:8]=2)=[C:19]([F:37])[C:18]=1[CH3:17]. Procedure: Butyl lithium (2.6 ml, 6.6 mmol, 2.5 M solution in hexane) is added to a solution of 1-bromo-4-trifluoromethyl benzene (0.84 ml, 6 mmol) in anhydrous diethyl ether (5 ml) at −30° C. The mixture is stirred for 60 min at −20° C. and for 60 min at 10° C. The solution is allowed to warm to ambient temperature. This solution is then added to a mixture of 4-methyl-2,3,5-trifluoro-6-(3-trifluoromethylphenoxy)pyridine 2A (1.5 g, 5 mmol) in anhydrous diethyl ether (100 ml) at −50° C. during 2.5 hours. Th... The reactants are O (water), O (water), [N+](=O)([O-])C1=CC2=C(N=CN2)C=C1 (5-nitrobenzimidazole), C1=CC=C(C=C1)C2=CC=CC=C2.C1=CC=C(C=C1)OC2=CC=CC=C2 (Dowtherm), C(C)OC(OCC)=C(C(=O)[O-])C(=O)[O-] (diethoxymethylenemalonate). The reagents and catalysts are [Pd] (palladium-charcoal). The solvent is C(C)O (Ethanol), C(C)O (ethanol). Reaction conditions: time 75 minute. The product is OC1(C=CN=C2C=CC=3C(=C12)NCN3)C(=O)OCC (Ethyl 9-Hydroxy-1H-imidazo[4,5-f]quinoline-9-carboxylate). RXN SMILES: [N+:1]([C:4]1[CH:12]=[CH:11][C:7]2[N:8]=[CH:9][NH:10][C:6]=2[CH:5]=1)([O-])=O.[OH2:13].C([O:16][C:17](=[C:21]([C:25]([O-])=O)C([O-])=O)[O:18][CH2:19][CH3:20])C.[CH:28]1C=CC(C2C=CC=CC=2)=CC=1.C1C=CC(OC2C=CC=CC=2)=CC=1>C(O)C.[Pd]>[OH:13][C:21]1([C:17]([O:18][CH2:19][CH3:20])=[O:16])[C:5]2[C:4]([CH:12]=[CH:11][C:7]3[C:6]=2[NH:10][CH2:9][N:8]=3)=[N:1][CH:28]=[CH:25]1 |f:3.4|. Reported procedure: An 82 g. portion (0.5 mole) of 5-nitrobenzimidazole in 1 l of ethanol was reduced over 5 g. of 5% palladium-charcoal catalyst containing 50% water. The reduction stopped after a pressure drop of 97 psig. (97%) in 75 min. The catalyst was filtered, 108 g. (0.5 mole) of diethoxymethylenemalonate was added to the filtrate and the solution was boiled in an open flask until about one-half of the solvent had boiled away (ca. 2 hr.). The product set to a solid cake upon cooling. Ethanol containing a li... Starting materials: P(=O)(O)(O)O[C@H]1[C@H]([C@@H](O[C@@H]1CO)N1C=NC=2C(=O)NC(N)=NC12)O (Guanosine 3'-monophosphate), ( I ), [C@@H]1([C@H](O)[C@H](O)[C@@H](CO)O1)N1C=NC=2C(=O)NC(N)=NC12 (guanosine), C(C1=CC=CC=C1)(C1=CC=CC=C1)(C1=CC=CC=C1)Cl (trityl chloride), ( I ), P(=O)(O)(O)O[C@H]1[C@@H](O[C@@H]([C@H]1O)CO)N1C=NC=2C(=O)NC(N)=NC12 (guanosine 2'-monophosphate). Solvent: N1=CC=CC=C1 (pyridine). Yields the product C(C1=CC=CC=C1)(C1=CC=CC=C1)(C1=CC=CC=C1)C([C@@H]1[C@H]([C@H]([C@@H](O1)N1C=NC=2C(=O)NC(N)=NC12)O)O)O (5'-tritylguanosine). As a reaction SMILES: P([O:5][C@@H:6]1[C@@H:10]([CH2:11][OH:12])[O:9][C@@H:8]([N:13]2[C:23]3[N:22]=[C:20]([NH2:21])[NH:19][C:17](=[O:18])[C:16]=3[N:15]=[CH:14]2)[C@@H:7]1[OH:24])(O)(O)=O.P(O[C@@H]1[C@H](O)[C@@H](CO)O[C@H]1N1C2N=C(N)NC(=O)C=2N=C1)(O)(O)=O.[C@@H]1(N2C3N=C(N)NC(=O)C=3N=C2)O[C@H](CO)[C@@H](O)[C@H]1O.[C:69](Cl)([C:82]1[CH:87]=[CH:86][CH:85]=[CH:84][CH:83]=1)([C:76]1[CH:81]=[CH:80][CH:79]=[CH:78][CH:77]=1)[C:70]1[CH:75]=[CH:74][CH:73]=[CH:72][CH:71]=1>N1C=CC=CC=1>[C:69]([CH:11]([OH:12])[C@H:10]1[O:9][C@@H:8]([N:13]2[C:23]3[N:22]=[C:20]([NH2:21])[NH:19][C:17](=[O:18])[C:16]=3[N:15]=[CH:14]2)[C@H:7]([OH:24])[C@@H:6]1[OH:5])([C:70]1[CH:75]=[CH:74][CH:73]=[CH:72][CH:71]=1)([C:82]1[CH:83]=[CH:84][CH:85]=[CH:86][CH:87]=1)[C:76]1[CH:77]=[CH:78][CH:79]=[CH:80][CH:81]=1. Procedure: Guanosine 3'-monophosphate (3'-GMP), a compound of formula (I) in which Y is H2PO3 and X and Z are hydrogen atoms, and guanosine 2'-monophosphate (2'-GMP), a compound of formula (I) in which X is H2PO3 and Z and Y are hydrogen atoms, can be obtained in the following manner in accordance with the method of Brown and Todd [D. M. Brown and A. R. Todd, J. Chem. Soc., 44 (1952)]. Specifically, guanosine and trityl chloride are reacted in anhydrous pyridine at 60° C. for 3 days to obtain 5'-tritylguan... Yields the product ClC1=C(C(=CC=C1)C)NC=1NC2=C(N1)C=C(C1=C2CC(O1)(C)C)C(=O)OC (methyl 2-[(2-chloro-6-methylphenyl)amino]-7,7-dimethyl-7,8-dihydro-1H-furo[3,2-e]benzimidazole-5-carboxylate). RXN SMILES: [NH2:1][C:2]1[C:7]2[CH2:8][C:9]([CH3:12])([CH3:11])[O:10][C:6]=2[C:5]([C:13]([O:15][CH3:16])=[O:14])=[CH:4][C:3]=1[NH2:17].[Cl:18][C:19]1[CH:24]=[CH:23][CH:22]=[C:21]([CH3:25])[C:20]=1[N:26]=[C:27]=S>C(#N)C>[Cl:18][C:19]1[CH:24]=[CH:23][CH:22]=[C:21]([CH3:25])[C:20]=1[NH:26][C:27]1[NH:1][C:2]2[C:7]3[CH2:8][C:9]([CH3:12])([CH3:11])[O:10][C:6]=3[C:5]([C:13]([O:15][CH3:16])=[O:14])=[CH:4][C:3]=2[N:17]=1. The reactants are NC1=C(C=C(C2=C1CC(O2)(C)C)C(=O)OC)N (methyl 4,5-diamino-2,2-dimethyl-2,3-dihydro-1-benzofuran-7-carboxylate), ClC1=C(C(=CC=C1)C)N=C=S (1-chloro-2-isothiocyanato-3-methylbenzene), N,N-di-isopropyl carbodimide. Procedure: The title compound was prepared following the procedure described for Step-1 of Intermediate-3 using methyl 4,5-diamino-2,2-dimethyl-2,3-dihydro-1-benzofuran-7-carboxylate (Intermediate-1, 0.600 g, 2.54 mmol), acetonitrile (10.0 mL), 1-chloro-2-isothiocyanato-3-methylbenzene (Intermediate-34, 0.500 g, 2.73 mmol) and N,N-di-isopropyl carbodimide (0.300 g) to afford 0.500 g of the desired product. 1HNMR (DMSO-d6): δ 1.42 (s, 6H), 2.23 (s, 3H), 2.98 (s, 2H), 3.71 (s, 3H), 7.02 (d, J=7.5 Hz, 1H), 7.... Yield: 51.0%. Run in C(C)#N (acetonitrile). The reactants are C12C(CC(CC1)C2)NC(=S)N (N-bicyclo[2.2.1]hept-2-ylthiourea), BrC(C(=O)OC)C1=CC=CC=C1 (methyl alpha-bromophenylacetate). The product is C12C(CC(CC1)C2)NC=2SC(C(N2)=O)C2=CC=CC=C2 (2-(bicyclo[2.2.1]hept-2-ylamino)-5-phenyl-1,3-thiazol-4(5H)-one). RXN SMILES: [CH:1]12[CH2:7][CH:4]([CH2:5][CH2:6]1)[CH2:3][CH:2]2[NH:8][C:9]([NH2:11])=[S:10].Br[CH:13]([C:18]1[CH:23]=[CH:22][CH:21]=[CH:20][CH:19]=1)[C:14](OC)=[O:15]>>[CH:1]12[CH2:7][CH:4]([CH2:5][CH2:6]1)[CH2:3][CH:2]2[NH:8][C:9]1[S:10][CH:13]([C:18]2[CH:23]=[CH:22][CH:21]=[CH:20][CH:19]=2)[C:14](=[O:15])[N:11]=1. Reported procedure: Synthesis was performed from N-bicyclo[2.2.1]hept-2-ylthiourea and methyl alpha-bromophenylacetate according to Method C. Reactants: CON(C(=O)C1=CSC=C1)C (N-methoxy-N-methylthiophene-3-carboxamide), ClN1C(CCC1=O)=O (N-chlorosuccinimide). The solvent is CC(=O)O (CH3COOH). Reaction conditions: temperature 120 celsius. The product is ClC1=CC(=CS1)C(=O)N(C)OC (5-chloro-N-methoxy-N-methylthiophene-3-carboxamide). The yield is 50.2%. Reaction SMILES: [CH3:1][O:2][N:3]([CH3:11])[C:4]([C:6]1[CH:10]=[CH:9][S:8][CH:7]=1)=[O:5].[Cl:12]N1C(=O)CCC1=O>CC(O)=O>[Cl:12][C:9]1[S:8][CH:7]=[C:6]([C:4]([N:3]([O:2][CH3:1])[CH3:11])=[O:5])[CH:10]=1. Procedure details: To a stirred solution of N-methoxy-N-methylthiophene-3-carboxamide (5.0 g, 1.0 eq, prepared from Example 12 step A) in 50 mL CH3COOH was added N-chlorosuccinimide (3.88 g, 1.0 eq). The mixture was then reflux at 120° C. for 4 h. After quenching with water, the mixture was extracted with ethyl acetate. The extract was washed with brine, dried, concentrated, and purified by column chromatography to get 3.0 g desired product (40% yield). Reactants: N1=CC=C(C=C1)CCCC(=O)N (4-(pyrid-4-yl)butyramide), [H][H] (hydrogen). The reagents and catalysts are [Pt]=O (platinum oxide). Run in C(C)(=O)O (acetic acid). The product is N1CCC(CC1)CCCC(=O)N (4-(piperid-4-yl)butyramide). As a reaction SMILES: [N:1]1[CH:6]=[CH:5][C:4]([CH2:7][CH2:8][CH2:9][C:10]([NH2:12])=[O:11])=[CH:3][CH:2]=1.[H][H]>C(O)(=O)C.[Pt]=O>[NH:1]1[CH2:6][CH2:5][CH:4]([CH2:7][CH2:8][CH2:9][C:10]([NH2:12])=[O:11])[CH2:3][CH2:2]1. Reported procedure: The crude amide was dissolved in glacial acetic acid and hydrogenated at 60°/60 p.s.i. over a platinum oxide catalyst until uptake of hydrogen ceased. The catalyst was removed by filtration and the filtrate was evaporated in vacuo to give crude 4-(piperid-4-yl)butyramide as an oil.